Dataset: the Open Reaction Database (ORD), a public repository of structured organic reaction records. Task: describe an organic reaction: reactants, conditions, products, and yield Reactants: C(C1=CC=CC=C1)N1[C@@]2([C@@H](CC[C@H]1[C@@H](C2)C=2N=NN(N2)C)OCC2=CC(=CC(=C2)C(F)(F)F)C(F)(F)F)C2=CC=CC=C2 ((1R*,2R*,5S*,6R*)-8-benzyl-2-{[3,5-bis(trifluoromethyl)phenyl]methoxy}-6-(2-methyl-2H-tetrazol-5-yl)-1-phenyl-8-azabicyclo[3.2.1]octane), CO (methanol). Reagents/catalysts: [Pd] (Palladium on carbon). Reaction conditions: time 2 hour. The product is N (ammonia), FC(C=1C=C(C=C(C1)C(F)(F)F)CO[C@H]1[C@@]2(C[C@H]([C@H](CC1)N2)C2=NN=NN2C)C2=CC=CC=C2)(F)F ((1R*,2R*,5S*,6R*)-2-{[3,5-Bis(trifluoromethyl)phenyl]methoxy}-6-(1-methyl-1H-tetrazol-5-yl)-1-phenyl-8-azabicyclo[3.2.1]octane). Yield: 58.0%. Reaction SMILES: C([N:8]1[C@@H:13]2[C@H:14]([C:16]3[N:17]=[N:18][N:19](C)[N:20]=3)[CH2:15][C@@:9]1([C:38]1[CH:43]=[CH:42][CH:41]=[CH:40][CH:39]=1)[C@H:10]([O:22][CH2:23][C:24]1[CH:29]=[C:28]([C:30]([F:33])([F:32])[F:31])[CH:27]=[C:26]([C:34]([F:37])([F:36])[F:35])[CH:25]=1)[CH2:11][CH2:12]2)C1C=CC=CC=1.[CH3:44]O>[Pd]>[NH3:8].[F:37][C:34]([F:35])([F:36])[C:26]1[CH:25]=[C:24]([CH2:23][O:22][C@@H:10]2[CH2:11][CH2:12][C@@H:13]3[NH:8][C@@:9]2([C:38]2[CH:39]=[CH:40][CH:41]=[CH:42][CH:43]=2)[CH2:15][C@H:14]3[C:16]2[N:20]([CH3:44])[N:19]=[N:18][N:17]=2)[CH:29]=[C:28]([C:30]([F:31])([F:32])[F:33])[CH:27]=1. Reported procedure: Palladium on carbon (10%) 100 mg was added to a solution of (1R*,2R*,5S*,6R*)-8-benzyl-2-{[3,5-bis(trifluoromethyl)phenyl]methoxy}-6-(1-methyl-1H-tetrazol-5-yl)-1-phenyl-8-azabicyclo[3.2.1]octane (Example 139a; 170 mg, 0.3 mmol) in methanol (10 ml). The mixture was transferred to the Parr™ apparatus and hydrogenated at 45 psi. for 2 hours. The mixture was filtered through Celite™ and the filtrate concentrated in vacuo. The residue was chromatographed on silica gel eluting with 180:8:1 dichlorome... Starting materials: C(COCCOCCOCCOCCOCCO)O (hexaethyleneglycol), C(C1=CC=CC=C1)(C1=CC=CC=C1)(C1=CC=CC=C1)Cl (trityl chloride), O (water). Solvent: C(C)#N (acetonitrile), N1=CC=CC=C1 (pyridine). Run at time 8 hour. The product is C1(=CC=CC=C1)C(OCCOCCOCCOCCOCCOCCO)(C1=CC=CC=C1)C1=CC=CC=C1 (19,19,19-triphenyl-3,6,9,12,15,18-hexaoxanonadecanol). Isolated yield 66.7%. RXN SMILES: [CH2:1]([OH:19])[CH2:2][O:3][CH2:4][CH2:5][O:6][CH2:7][CH2:8][O:9][CH2:10][CH2:11][O:12][CH2:13][CH2:14][O:15][CH2:16][CH2:17][OH:18].[C:20](Cl)([C:33]1[CH:38]=[CH:37][CH:36]=[CH:35][CH:34]=1)([C:27]1[CH:32]=[CH:31][CH:30]=[CH:29][CH:28]=1)[C:21]1[CH:26]=[CH:25][CH:24]=[CH:23][CH:22]=1.O>C(#N)C.N1C=CC=CC=1>[C:21]1([C:20]([C:27]2[CH:28]=[CH:29][CH:30]=[CH:31][CH:32]=2)([C:33]2[CH:34]=[CH:35][CH:36]=[CH:37][CH:38]=2)[O:18][CH2:17][CH2:16][O:15][CH2:14][CH2:13][O:12][CH2:11][CH2:10][O:9][CH2:8][CH2:7][O:6][CH2:5][CH2:4][O:3][CH2:2][CH2:1][OH:19])[CH:22]=[CH:23][CH:24]=[CH:25][CH:26]=1. Procedure details: 25 g of hexaethyleneglycol was dissolved in a mixture of 100 mL of acetonitrile and 30 mL of pyridine, to which 12.5 g of trityl chloride was added at 0° C., and then the solution was stirred overnight at room temperature. The reaction solution was mixed with iced water and subjected to extraction with ethyl acetate, and then the organic layer washed with water and concentrated under reduced pressure after drying. The residue was purified with silica gel column chromatography to obtain 15.7 g of... Starting materials: Cl (hydrochloric acid), ClC1=C(C(=NN1C1=CC=CC=C1)C1=CC=C(C=C1)Cl)CC(=O)OCC (ethyl 5-chloro-3-p-chlorophenyl-1-phenyl-pyrazole-4-acetate), C(C)O (ethanol), [OH-].[Na+] (sodium hydroxide). Solvent: O (water). The product is ClC1=C(C(=NN1C1=CC=CC=C1)C1=CC=C(C=C1)Cl)CC(=O)O (5-chloro-3-p-chlorophenyl-1-phenyl-pyrazole-4-acetic acid). Yield: 83.0%. RXN SMILES: [Cl:1][C:2]1[N:6]([C:7]2[CH:12]=[CH:11][CH:10]=[CH:9][CH:8]=2)[N:5]=[C:4]([C:13]2[CH:18]=[CH:17][C:16]([Cl:19])=[CH:15][CH:14]=2)[C:3]=1[CH2:20][C:21]([O:23]CC)=[O:22].C(O)C.[OH-].[Na+].Cl>O>[Cl:1][C:2]1[N:6]([C:7]2[CH:8]=[CH:9][CH:10]=[CH:11][CH:12]=2)[N:5]=[C:4]([C:13]2[CH:18]=[CH:17][C:16]([Cl:19])=[CH:15][CH:14]=2)[C:3]=1[CH2:20][C:21]([OH:23])=[O:22] |f:2.3|. Reported procedure: 3.8 g of ethyl 5-chloro-3-p-chlorophenyl-1-phenyl-pyrazole-4-acetate, 13 ml of ethanol and 1.0 g of sodium hydroxide are heated in 13 ml of water for 1 hour for boiling. The pH is reduced to 10 and the alcohol is distilled off in vacuo. The aqueous solution is shaken up with ether and purified with active charcoal. Acidification is carried out with dilute hydrochloric acid and with a yield of 83% 5-chloro-3-p-chlorophenyl-1-phenyl-pyrazole-4-acetic acid is obtained; F 179.5°-181°. The reactants are CC1=C(C(=C(C(=C1C=O)OC)OC)OC)OC (6-methyl-2,3,4,5-tetramethoxybenzaldehyde), CC1=C(C(=C(C(=C1/C=C/C(=O)OCC)OC)OC)OC)OC (Ethyl (E)-3-(6-methyl-2,3,4,5-tetramethoxyphenyl)-propenoate). Product: CC1=C(C(=C(C(=C1/C=C(/C(=O)OCC)\C)OC)OC)OC)OC (Ethyl (E)-3-(6-methyl-2,3,4,5-tetramethoxyphenyl)-2-methylpropenoate), product. Isolated yield 88.0%. As a reaction SMILES: [CH3:1][C:2]1[C:7]([CH:8]=O)=[C:6]([O:10][CH3:11])[C:5]([O:12][CH3:13])=[C:4]([O:14][CH3:15])[C:3]=1[O:16][CH3:17].CC1C(/[CH:25]=[CH:26]/[C:27]([O:29][CH2:30][CH3:31])=[O:28])=C(OC)C(OC)=C(OC)C=1OC>>[CH3:1][C:2]1[C:7](/[CH:8]=[C:26](\[CH3:25])/[C:27]([O:29][CH2:30][CH3:31])=[O:28])=[C:6]([O:10][CH3:11])[C:5]([O:12][CH3:13])=[C:4]([O:14][CH3:15])[C:3]=1[O:16][CH3:17]. Reported procedure: Compound 8b was prepared from 7 (0.569 g, 2.37 mmol) as described above for 8a to give 0.674 g (2.08 mmol, 88%) of the product as a yellow oil following flash chromatography (1:3 EtOAc:hexanes). Reactants: O=[N+]([O-])c1ccccc1OCC=CCN1CCC(O)CC1, O=[N+]([O-])c1ccccc1OCC=CCN1CCC(O)CC1, ClC(c1ccccc1)c1cccs1. The product is O=[N+]([O-])c1ccccc1OCC=CCN1CCC(OC(c2ccccc2)c2cccs2)CC1. Reaction SMILES: [OH:14][CH:15]1[CH2:16][CH2:17][N:18]([CH2:21][CH:22]=[CH:23][CH2:24][O:25][c:26]2[c:27]([N+:32](=[O:33])[O-:34])[cH:28][cH:29][cH:30][cH:31]2)[CH2:19][CH2:20]1.[OH:35][CH:36]1[CH2:37][CH2:38][N:39]([CH2:40][CH:41]=[CH:42][CH2:43][O:44][c:45]2[cH:46][cH:47][cH:48][cH:49][c:50]2[N+:51]([O-:52])=[O:53])[CH2:54][CH2:55]1.[c:1]1([CH:7]([c:8]2[s:9][cH:10][cH:11][cH:12]2)[Cl:13])[cH:2][cH:3][cH:4][cH:5][cH:6]1>>[c:1]1([CH:7]([c:8]2[s:9][cH:10][cH:11][cH:12]2)[O:14][CH:15]2[CH2:16][CH2:17][N:18]([CH2:21][CH:22]=[CH:23][CH2:24][O:25][c:26]3[c:27]([N+:32](=[O:33])[O-:34])[cH:28][cH:29][cH:30][cH:31]3)[CH2:19][CH2:20]2)[cH:2][cH:3][cH:4][cH:5][cH:6]1.